Dataset: the Open Reaction Database (ORD), a public repository of structured organic reaction records. Task: describe an organic reaction: reactants, conditions, products, and yield Reactants: FC1=CC(=CC(=C1Br)Br)Br (6-fluoro-1,2,4-tribromobenzene), C(C)=O (acetaldehyde). Run in O1CCCC1 (tetrahydrofuran), O1CCCC1 (tetrahydrofuran). Conditions: temperature -70 celsius, time 2 hour. The product is FC1=C(C(=CC(=C1)Br)C(C)O)Br (rac-2-fluoro-6-(1-hydroxyethyl)-1,4-dibromobenzene). RXN SMILES: [F:1][C:2]1[C:7]([Br:8])=[C:6](Br)[CH:5]=[C:4]([Br:10])[CH:3]=1.[CH:11](=[O:13])[CH3:12]>O1CCCC1>[F:1][C:2]1[CH:3]=[C:4]([Br:10])[CH:5]=[C:6]([CH:11]([OH:13])[CH3:12])[C:7]=1[Br:8]. Procedure: 120 g (0.36 mol) of 6-fluoro-1,2,4-tribromobenzene in 120 ml of tetrahydrofuran are added dropwise to 290 ml (0.38 mol, 1.3 M solution in tetrahydrofuran) of isopropylmagnesium chloride/lithium chloride complex cooled to −70° C., and the mixture is stirred at −50° C. for 2 h. The mixture is subsequently cooled to −70° C., before 17.6 g (0.4 mol) of acetaldehyde in 40 ml of tetrahydrofuran are added dropwise. The batch is slowly warmed to −20° C. and then quenched by the addition of saturated amm... Starting materials: C([O-])([O-])=O.[Na+].[Na+] (sodium carbonate), C(C)(=O)N1CCNCC1 (acetylpiperazine), ClCC#N (Chloroacetonitrile). Solvent: C1(=CC=CC=C1)C (toluene). Yields the product C(C)(=O)N1CCN(CC1)CC#N (2-(4-Acetyl-1-piperazinyl)acetonitrile). Reaction SMILES: Cl[CH2:2][C:3]#[N:4].C(=O)([O-])[O-].[Na+].[Na+].[C:11]([N:14]1[CH2:19][CH2:18][NH:17][CH2:16][CH2:15]1)(=[O:13])[CH3:12]>C1(C)C=CC=CC=1>[C:11]([N:14]1[CH2:19][CH2:18][N:17]([CH2:2][C:3]#[N:4])[CH2:16][CH2:15]1)(=[O:13])[CH3:12] |f:1.2.3|. Procedure details: Chloroacetonitrile (14.7 ml, 234 mmol) was added slowly to a well stirred suspension of sodium carbonate (32 g, 300 mmol) and acetylpiperazine (30 g, 230 mmol) in toluene (200 ml). The mixture was heated under reflux for 3 hours. The reaction was cooled, filtered and the filtrate evaporated under reduced pressure. The resulting solid was recrystallised from ethyl acetate to afford the title compound as a yellow solid, 18.6 g. Reactants: C=CCNC1CCCCC1, Cc1cnc(N2CCN(CCC(c3ccccc3)c3ccccc3)CC2)cc1C(=O)O. The product is C=CCN(C(=O)c1cc(N2CCN(CCC(c3ccccc3)c3ccccc3)CC2)ncc1C)C1CCCCC1. As a reaction SMILES: [CH2:32]([CH:33]=[CH2:34])[NH:35][CH:36]1[CH2:37][CH2:38][CH2:39][CH2:40][CH2:41]1.[c:1]1([CH:7]([CH2:8][CH2:9][N:10]2[CH2:11][CH2:12][N:13]([c:16]3[cH:17][c:18]([C:19](=[O:20])[OH:21])[c:22]([CH3:25])[cH:23][n:24]3)[CH2:14][CH2:15]2)[c:26]2[cH:27][cH:28][cH:29][cH:30][cH:31]2)[cH:2][cH:3][cH:4][cH:5][cH:6]1>>[c:1]1([CH:7]([CH2:8][CH2:9][N:10]2[CH2:11][CH2:12][N:13]([c:16]3[cH:17][c:18]([C:19](=[O:20])[N:35]([CH2:32][CH:33]=[CH2:34])[CH:36]4[CH2:37][CH2:38][CH2:39][CH2:40][CH2:41]4)[c:22]([CH3:25])[cH:23][n:24]3)[CH2:14][CH2:15]2)[c:26]2[cH:27][cH:28][cH:29][cH:30][cH:31]2)[cH:2][cH:3][cH:4][cH:5][cH:6]1. Starting materials: CCOC(=O)CC(c1ccc2c(c1)OCC2)N1CCCN(CCCc2ccc3c(n2)NCCC3)C1=O, CCO, [Na+], [OH-]. The product is O=C(O)CC(c1ccc2c(c1)OCC2)N1CCCN(CCCc2ccc3c(n2)NCCC3)C1=O. Reaction SMILES: [CH2:1]([CH3:2])[O:3][C:4]([CH2:5][CH:6]([N:7]1[C:8](=[O:26])[N:9]([CH2:13][CH2:14][CH2:15][c:16]2[n:17][c:18]3[c:23]([cH:24][cH:25]2)[CH2:22][CH2:21][CH2:20][NH:19]3)[CH2:10][CH2:11][CH2:12]1)[c:27]1[cH:28][c:29]2[c:30]([cH:34][cH:35]1)[CH2:31][CH2:32][O:33]2)=[O:36].[CH3:39][CH2:40][OH:41].[Na+:38].[OH-:37]>>[O:3]=[C:4]([CH2:5][CH:6]([N:7]1[C:8](=[O:26])[N:9]([CH2:13][CH2:14][CH2:15][c:16]2[n:17][c:18]3[c:23]([cH:24][cH:25]2)[CH2:22][CH2:21][CH2:20][NH:19]3)[CH2:10][CH2:11][CH2:12]1)[c:27]1[cH:28][c:29]2[c:30]([cH:34][cH:35]1)[CH2:31][CH2:32][O:33]2)[OH:36]. The reactants are COC(=O)c1cc(F)c(N2CC(CN(C(=O)OC(C)(C)C)C(C)c3cccc4ccccc34)C(c3ccccc3)C2)c(F)c1, [Na+], [OH-]. Yields the product CC(c1cccc2ccccc12)N(CC1CN(c2c(F)cc(C(=O)O)cc2F)CC1c1ccccc1)C(=O)OC(C)(C)C. Reaction SMILES: [C:1]([CH3:2])([CH3:3])([CH3:4])[O:5][C:6](=[O:7])[N:8]([CH:9]([CH3:10])[c:11]1[cH:12][cH:13][cH:14][c:15]2[cH:16][cH:17][cH:18][cH:19][c:20]12)[CH2:21][CH:22]1[CH2:23][N:24]([c:33]2[c:34]([F:44])[cH:35][c:36]([C:37](=[O:38])[O:39][CH3:40])[cH:41][c:42]2[F:43])[CH2:25][CH:26]1[c:27]1[cH:28][cH:29][cH:30][cH:31][cH:32]1.[Na+:46].[OH-:45]>>[C:1]([CH3:2])([CH3:3])([CH3:4])[O:5][C:6](=[O:7])[N:8]([CH:9]([CH3:10])[c:11]1[cH:12][cH:13][cH:14][c:15]2[cH:16][cH:17][cH:18][cH:19][c:20]12)[CH2:21][CH:22]1[CH2:23][N:24]([c:33]2[c:34]([F:44])[cH:35][c:36]([C:37](=[O:38])[OH:39])[cH:41][c:42]2[F:43])[CH2:25][CH:26]1[c:27]1[cH:28][cH:29][cH:30][cH:31][cH:32]1. Starting materials: N (Ammonia), C(C)(=O)C1=C(C#N)C=C(C(=C1)[N+](=O)[O-])OC (2-acetyl-5-methoxy-4-nitrobenzonitrile), ice water. Solvent: CS(=O)C (dimethylsulfoxide). Conditions: temperature 80 celsius, time 45 minute. Yields the product C(C)(=O)C1=CC(=C(N)C=C1C#N)[N+](=O)[O-] (4-Acetyl-5-cyano-2-nitroaniline). Isolated yield 95.0%. Reaction SMILES: [NH3:1].[C:2]([C:5]1[CH:12]=[C:11]([N+:13]([O-:15])=[O:14])[C:10](OC)=[CH:9][C:6]=1[C:7]#[N:8])(=[O:4])[CH3:3]>CS(C)=O>[C:2]([C:5]1[C:6]([C:7]#[N:8])=[CH:9][C:10]([NH2:1])=[C:11]([N+:13]([O-:15])=[O:14])[CH:12]=1)(=[O:4])[CH3:3]. Procedure details: Ammonia was bubbled through a solution of 2-acetyl-5-methoxy-4-nitrobenzonitrile (0.80 g. 3.6 mmol) in 10 ml of dry dimethylsulfoxide with stirring at 80° C. for 45 min. Then the solution was poured into 100 ml of ice-water The product was isolated by filtration and washed with water to afford 0.71 g (95%) of the title compound. M.p. 255°-260° C.; 1H-NMR (DMSO-d6): 2.57 (s, 3H, COCH3), 7.50 (s, 1H, ArH), 8.20 (broad s, 2H, NH2), 8.65 (s, 1H, ArH). Reactants: crude product, IC1=NN(C2=CC=CC(=C12)NC(=O)C1=CN=C2N1C=CC(=C2)OCCN2CCN(CC2)C)CC2=CN=C(S2)C (N-(3-iodo-1-((2-methylthiazol-5-yl)methyl)-1H-indazol-4-yl)-7-(2-(4-methylpiperazin-1-yl)ethoxy)imidazo[1,2-a]pyridine-3-carboxamide). The reagents and catalysts are [Pd] (Pd/C). Solvent: N.CO.C(Cl)Cl (ammonia MeOH DCM), CCO (EtOH). Reaction conditions: time 7 hour. The product is CN1CCN(CC1)CCOC1=CC=2N(C=C1)C(=CN2)C(=O)NC2=C1C=NN(C1=CC=C2)CC2=CN=C(S2)C (7-(2-(4-methylpiperazin-1-yl)ethoxy)-N-(1-((2-methylthiazol-5-yl)methyl)-1H-indazol-4-yl)imidazo[1,2-a]pyridine-3-carboxamide). The yield is 19.9%. Reaction SMILES: I[C:2]1[C:10]2[C:5](=[CH:6][CH:7]=[CH:8][C:9]=2[NH:11][C:12]([C:14]2[N:18]3[CH:19]=[CH:20][C:21]([O:23][CH2:24][CH2:25][N:26]4[CH2:31][CH2:30][N:29]([CH3:32])[CH2:28][CH2:27]4)=[CH:22][C:17]3=[N:16][CH:15]=2)=[O:13])[N:4]([CH2:33][C:34]2[S:38][C:37]([CH3:39])=[N:36][CH:35]=2)[N:3]=1>CCO.N.CO.C(Cl)Cl.[Pd]>[CH3:32][N:29]1[CH2:28][CH2:27][N:26]([CH2:25][CH2:24][O:23][C:21]2[CH:20]=[CH:19][N:18]3[C:14]([C:12]([NH:11][C:9]4[CH:8]=[CH:7][CH:6]=[C:5]5[C:10]=4[CH:2]=[N:3][N:4]5[CH2:33][C:34]4[S:38][C:37]([CH3:39])=[N:36][CH:35]=4)=[O:13])=[CH:15][N:16]=[C:17]3[CH:22]=2)[CH2:31][CH2:30]1 |f:2.3.4|. Procedure: A solution of N-(3-iodo-1-((2-methylthiazol-5-yl)methyl)-1H-indazol-4-yl)-7-(2-(4-methylpiperazin-1-yl)ethoxy)imidazo[1,2-a]pyridine-3-carboxamide (11.5 mg, 0.018 mmol) in absolute EtOH (1 mL) was treated with Pd/C (Degussa, wet, 10% wt, 2 mg), the reaction flask was flushed with hydrogen, and stirring at ambient temperature was continued for seven hours. The reaction was diluted with DCM, the catalyst was removed by filtration, and the filtrate concentrated to afford the crude product. The crud...